describe an organic reaction: reactants, conditions, products, and yield From a dataset of the Open Reaction Database (ORD), a public repository of structured organic reaction records. The reactants are CN1CC2=C(N(C=3C=CC(=CC23)C)CC(C)(O)C=2C=CC(=NC2)C#N)CC1 (5-(1-(2,8-dimethyl-3,4-dihydro-1H-pyrido[4,3-b]indol-5(2H)-yl)-2-hydroxypropan-2-yl)picolinonitrile), [OH-].[K+] (KOH). Solvent: [Cl-].[Na+].O (brine), C(C)(C)(C)O (tert-butanol). Reaction conditions: temperature 80 celsius. Yields the product CN1CC2=C(N(C=3C=CC(=CC23)C)CC(C)(O)C=2C=CC(=NC2)C(=O)N)CC1 (5-(1-(1,2,3,4-tetrahydro-2,8-dimethylpyrido[4,3-b]indol-5-yl)-2-hydroxypropan-2-yl)pyridine-2-carboxamide). Reaction SMILES: [CH3:1][N:2]1[CH2:27][CH2:26][C:5]2[N:6]([CH2:14][C:15]([C:18]3[CH:19]=[CH:20][C:21]([C:24]#[N:25])=[N:22][CH:23]=3)([OH:17])[CH3:16])[C:7]3[CH:8]=[CH:9][C:10]([CH3:13])=[CH:11][C:12]=3[C:4]=2[CH2:3]1.[OH-:28].[K+]>C(O)(C)(C)C.[Cl-].[Na+].O>[CH3:1][N:2]1[CH2:27][CH2:26][C:5]2[N:6]([CH2:14][C:15]([C:18]3[CH:19]=[CH:20][C:21]([C:24]([NH2:25])=[O:28])=[N:22][CH:23]=3)([OH:17])[CH3:16])[C:7]3[CH:8]=[CH:9][C:10]([CH3:13])=[CH:11][C:12]=3[C:4]=2[CH2:3]1 |f:1.2,4.5.6|. Procedure details: A mixture of 5-(1-(2,8-dimethyl-3,4-dihydro-1H-pyrido[4,3-b]indol-5(2H)-yl)-2-hydroxypropan-2-yl)picolinonitrile (300 mg, 0.833 mmol), crushed KOH (140 mg, 2.499 mmol) in 12 mL tert-butanol was heated at 80° C. for 2 h. The reaction was monitored by TLC. The reaction mixture was allowed to cool at RT, diluted with brine (30 mL) and extracted with ethyl acetate (2×100 mL). The combined organic layer was washed with water (3×100 mL), dried over anhydrous sodium sulfate and concentrated to obtain t... Reactants: O1C(=CC=C1)CCNC(C)=O (N-(2-Furan-2-yl-ethyl)-acetamide), O=P12OP3(=O)OP(=O)(O1)OP(=O)(O2)O3 (phosphorus pentoxide). The product is CC1=NCCC2=C1C=CO2 (4-Methyl-6,7-dihydro-furo[3,2-c]pyridine). The yield is 94.0%. As a reaction SMILES: [O:1]1[CH:5]=[CH:4][CH:3]=[C:2]1[CH2:6][CH2:7][NH:8][C:9](=O)[CH3:10].O=P12OP3(OP(OP(O3)(O1)=O)(=O)O2)=O>>[CH3:10][C:9]1[C:3]2[CH:4]=[CH:5][O:1][C:2]=2[CH2:6][CH2:7][N:8]=1. Reported procedure: In close analogy to the procedure described above, N-(2-Furan-2-yl-ethyl)-acetamide is reacted with phosphorus pentoxide to provide the title compound.